Dataset: the Open Reaction Database (ORD), a public repository of structured organic reaction records. Task: describe an organic reaction: reactants, conditions, products, and yield Product: CCc1cccc2c3c([nH]c12)C(CC)(CCOC)OCC3. RXN SMILES: [CH2:1]([CH3:2])[C:3]1([CH2:18][CH2:19][OH:20])[O:4][CH2:5][CH2:6][c:7]2[c:8]1[nH:9][c:10]1[c:11]([CH2:16][CH3:17])[cH:12][cH:13][cH:14][c:15]21.[CH2:25]1[O:26][CH2:27][CH2:28][CH2:29]1.[CH3:23][I:24].[H-:22].[Na+:21]>>[CH2:1]([CH3:2])[C:3]1([CH2:18][CH2:19][O:20][CH3:23])[O:4][CH2:5][CH2:6][c:7]2[c:8]1[nH:9][c:10]1[c:11]([CH2:16][CH3:17])[cH:12][cH:13][cH:14][c:15]21. Reactants: CCc1cccc2c3c([nH]c12)C(CC)(CCO)OCC3, C1CCOC1, CI, [H-], [Na+]. Reactants: N1(C=NC=C1)C[C@H](C1=CC=CC=C1)OC1=C(C=2CCCC(C2C=C1)=O)CSC=1C=C(C(=O)O)C=CC1 (3-{[(2-{[(1S)-2-(1H-imidazol-1-yl)-1-phenylethyl]oxy}-5-oxo-5,6,7,8-tetrahydro-1-naphthalenyl)methyl]sulfanyl}benzoic acid), NCC#C (3-aminopropyne). Product: N1(C=NC=C1)C[C@H](C1=CC=CC=C1)OC1=C(C=2CCCC(C2C=C1)=O)CSC=1C=C(C(=O)NCC#C)C=CC1 (3-{[(2-{[(1S)-2-(1H-Imidazol-1-yl)-1-phenylethyl]oxy}-5-oxo-5,6,7,8-tetrahydro-1-naphthalenyl)methyl]sulfanyl}-N-(2-propynyl)benzamide). The yield is 183.0%. As a reaction SMILES: [N:1]1([CH2:6][C@@H:7]([O:14][C:15]2[CH:24]=[CH:23][C:22]3[C:21](=[O:25])[CH2:20][CH2:19][CH2:18][C:17]=3[C:16]=2[CH2:26][S:27][C:28]2[CH:29]=[C:30]([CH:34]=[CH:35][CH:36]=2)[C:31]([OH:33])=O)C2C=CC=CC=2)[CH:5]=[CH:4][N:3]=[CH:2]1.[NH2:37][CH2:38][C:39]#[CH:40]>>[N:1]1([CH2:6][C@@H:7]([O:14][C:15]2[CH:24]=[CH:23][C:22]3[C:21](=[O:25])[CH2:20][CH2:19][CH2:18][C:17]=3[C:16]=2[CH2:26][S:27][C:28]2[CH:29]=[C:30]([CH:34]=[CH:35][CH:36]=2)[C:31]([NH:37][CH2:38][C:39]#[CH:40])=[O:33])[C:15]2[CH:24]=[CH:23][CH:22]=[CH:17][CH:16]=2)[CH:5]=[CH:4][N:3]=[CH:2]1. Procedure: Using the method in Example 172, 3-{[(2-{[(1S)-2-(1H-imidazol-1-yl)-1-phenylethyl]oxy}-5-oxo-5,6,7,8-tetrahydro-1-naphthalenyl)methyl]sulfanyl}benzoic acid (50 mg, 0.10 mmol, 0.20M in DMF) and 3-aminopropyne (17 mg, 0.30 mmol, 0.6M in DMF) were combined to give 49 mg of the desired compound: Low resolution mass spectrum (LC-MS, APCI) m/z 536 [M+H]+. Reactants: BrCCC(=O)OCC (ethyl β-bromopropionate), Cl.C(C1=CC=CC=C1)OC([C@H]1NCCC1)=O (proline benzyl ester hydrochloride). Product: C(=O)(OCC)CCN1[C@H](C(=O)OCC2=CC=CC=C2)CCC1 (N-(2-carbethoxy)ethyl-L-proline, benzyl ester). Yield: 49.7%. RXN SMILES: Br[CH2:2][CH2:3][C:4]([O:6][CH2:7][CH3:8])=[O:5].Cl.[CH2:10]([O:17][C:18](=[O:24])[C@@H:19]1[CH2:23][CH2:22][CH2:21][NH:20]1)[C:11]1[CH:16]=[CH:15][CH:14]=[CH:13][CH:12]=1>>[C:4]([CH2:3][CH2:2][N:20]1[CH2:21][CH2:22][CH2:23][C@H:19]1[C:18]([O:17][CH2:10][C:11]1[CH:12]=[CH:13][CH:14]=[CH:15][CH:16]=1)=[O:24])([O:6][CH2:7][CH3:8])=[O:5] |f:1.2|. Procedure details: Using the same reactions described above, 7.23 g (0.03) of ethyl β-bromopropionate and 7.33 g (0.04 m) of proline benzyl ester hydrochloride gave N-(2-carbethoxy)ethyl-L-proline, benzyl ester (4.6 g, 50.2%). This compound (4.6 g, 0.015 m) was hydrogenated over palladium-on-carbon to give 2.96 g (78%) of N-(2-carbethoxy)ethyl-L-propline, hydrochloride, m.p. 169°-171°. This compound (2.42 g, 0.0096 m) was condensed with 2.25 g (0.0072 m) of L-alanyl-L-proline, benzyl ester hydrochloride in the dic... The reactants are Intermediate 1, BrC1=C(N=C2N(C1=O)C=CC=C2)C (3-bromo-2-methyl-4H-pyrido[1,2-a]pyrimidin-4-one), COCC(C)OC1=C(C=O)C=CC=C1 ((3-methoxy-2-propoxy)benzaldehyde), [O-]CC.[Na+] (sodium ethoxide), C(C)O (ethanol). Product: BrC1=C(N=C2N(C1=O)C=CC=C2)\C=C\C2=C(C(=CC=C2)OC)OCCC (3-Bromo-2-[(E)-2-(3-methoxy-2-propoxyphenyl)vinyl]-4H-pyrido[1,2-a]pyrimidin-4-one), product. RXN SMILES: [Br:1][C:2]1[C:7](=[O:8])[N:6]2[CH:9]=[CH:10][CH:11]=[CH:12][C:5]2=[N:4][C:3]=1[CH3:13].COC[CH:17]([O:19][C:20]1[CH:27]=[CH:26][CH:25]=[CH:24][C:21]=1[CH:22]=O)[CH3:18].[O-:28][CH2:29]C.[Na+].[CH2:32](O)C>>[Br:1][C:2]1[C:7](=[O:8])[N:6]2[CH:9]=[CH:10][CH:11]=[CH:12][C:5]2=[N:4][C:3]=1/[CH:13]=[CH:22]/[C:21]1[CH:24]=[CH:25][CH:26]=[C:27]([O:28][CH3:29])[C:20]=1[O:19][CH2:17][CH2:18][CH3:32] |f:2.3|. Procedure details: The title compound was prepared from 3-bromo-2-methyl-4H-pyrido[1,2-a]pyrimidin-4-one (1.2 g, 5.012 mmol) and (3-methoxy-2-propoxy)benzaldehyde (1.17 g, 6.021 mmol) in the presence of sodium ethoxide (0.512 g, 7.521 mmol) in absolute ethanol (25 ml) as described in Intermediate 1 to give 681 mg of the product as a light yellow solid; 1H NMR (300 MHz, CDCl3) δ 1.15 (t, J=7.8 Hz, 3H), 1.89 (q, J=7.2 Hz, 2H), 3.87 (s, 3H), 3.99 (t, J=6.6 Hz, 2H), 6.91 (d, J=7.5 Hz, 1H), 7.05-7.11 (m, 2H), 7.33 (d, ...